From a dataset of the Open Reaction Database (ORD), a public repository of structured organic reaction records. describe an organic reaction: reactants, conditions, products, and yield Reactants: ClS(=O)(=O)O (Chlorosulphonic acid), ice, OC1=C(C(CCC1C1=CC=C(C=C1)C)=O)C(CC)=O (3-hydroxy-2-propionyl-4-(4-methylphenyl)cyclohex-2-ene-1-one). The solvent is C(Cl)(Cl)Cl (chloroform). Reaction conditions: time 4 hour. Product: OC1=C(C(CCC1C1=CC(=C(C=C1)C)S(=O)(=O)Cl)=O)C(CC)=O (3-hydroxy-2-propionyl-4-(3-chlorosulphonyl-4-methylphenyl)cyclohex-2-ene-1-one). Reaction SMILES: [Cl:1][S:2]([OH:5])(=O)=[O:3].[OH:6][C:7]1[CH:12]([C:13]2[CH:18]=[CH:17][C:16]([CH3:19])=[CH:15][CH:14]=2)[CH2:11][CH2:10][C:9](=[O:20])[C:8]=1[C:21](=[O:24])[CH2:22][CH3:23]>C(Cl)(Cl)Cl>[OH:6][C:7]1[CH:12]([C:13]2[CH:18]=[CH:17][C:16]([CH3:19])=[C:15]([S:2]([Cl:1])(=[O:5])=[O:3])[CH:14]=2)[CH2:11][CH2:10][C:9](=[O:20])[C:8]=1[C:21](=[O:24])[CH2:22][CH3:23]. Reported procedure: Chlorosulphonic acid (20 ml) was added dropwise to an ice-cold solution of 3-hydroxy-2-propionyl-4-(4-methylphenyl)cyclohex-2-ene-1-one (3.25 g) in chloroform (40 ml). After stirring at room temperature for 4 hours, the mixture was carefully poured onto ice. The chloroform layer was separated and the aqueous phase extracted with more chloroform. The combined extracts were dried over magnesium sulphate, filtered and the chloroform evaporated in vacuo to give 3-hydroxy-2-propionyl-4-(3-chlorosulph... Reactants: C(#N)N=C1N(CCN1)[C@H]1[C@@H](C(OC2=C1C=C(C=C2)C#N)(C)C)O (trans-4-(2-cyanoiminoimidazolidin-1-yl)-3,4-dihydro-3-hydroxy-2,2-dimethyl-2H-1-benzopyran-6-carbonitrile), C(C)(=O)OC(C)=O (acetic anhydride). The solvent is N1=CC=CC=C1 (pyridine), C(C)(=O)OCC (ethyl acetate). Conditions: time 3 day. The product is C(C)(=O)O[C@@H]1C(OC2=C([C@H]1N1C(NCC1)=NC#N)C=C(C=C2)C#N)(C)C (trans-3-acetoxy-4-(2-cyanoiminoimidazolidin-1-yl)-3,4-dihydro-2,2-dimethyl-2H-1-benzopyran-6-carbonitrile). RXN SMILES: [C:1]([N:3]=[C:4]1[NH:8][CH2:7][CH2:6][N:5]1[C@@H:9]1[C:14]2[CH:15]=[C:16]([C:19]#[N:20])[CH:17]=[CH:18][C:13]=2[O:12][C:11]([CH3:22])([CH3:21])[C@H:10]1[OH:23])#[N:2].[C:24](OC(=O)C)(=[O:26])[CH3:25]>N1C=CC=CC=1.C(OCC)(=O)C>[C:24]([O:23][C@H:10]1[C@H:9]([N:5]2[CH2:6][CH2:7][NH:8][C:4]2=[N:3][C:1]#[N:2])[C:14]2[CH:15]=[C:16]([C:19]#[N:20])[CH:17]=[CH:18][C:13]=2[O:12][C:11]1([CH3:21])[CH3:22])(=[O:26])[CH3:25]. Procedure details: A mixture of trans-4-(2-cyanoiminoimidazolidin-1-yl)-3,4-dihydro-3-hydroxy-2,2-dimethyl-2H-1-benzopyran-6-carbonitrile (0.62 g) and acetic anhydride (0.47 ml) in dry pyridine (3.1 ml) was stirred at room temperature for 3 days. The mixture was diluted with ethyl acetate (30 ml) and washed with 5% hydrochloric acid (20 ml×2), brine (20 ml), saturated aqueous sodium bicarbonate (20 ml) and brine (20 ml), successively. The organic layer was dried over anhydrous magnesium sulfate and evaporated in v... The reactants are FC=1C=C(C=CC1F)C1CCN(CC1)C(=O)C=1C=NC=2N(C1NC1=C(C=CC(=C1)C)C)N=CC2C(=O)O (6-[4-(3,4-Difluorophenyl)piperidine-1-carbonyl]-7-(2,5-dimethylphenylamino)pyrazolo[1,5-a]pyrimidine-3-carboxylic acid), C(C)S(=O)(=O)N (ethanesulfonamide). Product: FC=1C=C(C=CC1F)C1CCN(CC1)C(=O)C=1C=NC=2N(C1NC1=C(C=CC(=C1)C)C)N=CC2C(=O)NS(=O)(=O)CC (N-{6-[4-(3,4-Difluorophenyl)piperidine-1-carbonyl]-7-(2,5-dimethylphenylamino)pyrazolo[1,5-a]pyrimidine-3-carbonyl}ethanesulfonamide). The yield is 66.2%. RXN SMILES: [F:1][C:2]1[CH:3]=[C:4]([CH:9]2[CH2:14][CH2:13][N:12]([C:15]([C:17]3[CH:18]=[N:19][C:20]4[N:21]([N:32]=[CH:33][C:34]=4[C:35](O)=[O:36])[C:22]=3[NH:23][C:24]3[CH:29]=[C:28]([CH3:30])[CH:27]=[CH:26][C:25]=3[CH3:31])=[O:16])[CH2:11][CH2:10]2)[CH:5]=[CH:6][C:7]=1[F:8].[CH2:38]([S:40]([NH2:43])(=[O:42])=[O:41])[CH3:39]>>[F:1][C:2]1[CH:3]=[C:4]([CH:9]2[CH2:10][CH2:11][N:12]([C:15]([C:17]3[CH:18]=[N:19][C:20]4[N:21]([N:32]=[CH:33][C:34]=4[C:35]([NH:43][S:40]([CH2:38][CH3:39])(=[O:42])=[O:41])=[O:36])[C:22]=3[NH:23][C:24]3[CH:29]=[C:28]([CH3:30])[CH:27]=[CH:26][C:25]=3[CH3:31])=[O:16])[CH2:13][CH2:14]2)[CH:5]=[CH:6][C:7]=1[F:8]. Procedure details: In the same manner as in Example 1, step 6 and using 6-[4-(3,4-difluorophenyl)piperidine-1-carbonyl]-7-(2,5-dimethylphenylamino)pyrazolo[1,5-a]pyrimidine-3-carboxylic acid (100 mg, 0.20 mmol) obtained in step 4 and ethanesulfonamide (105 mg, 1.0 mmol), the title compound (79 mg, 66%) was obtained. Reactants: CS(=O)(=O)OCC1C(OC2=C1C(=C(C(=C2C)C)OCC2=CC=CC=C2)C)(C)C ((3RS)-5-benzyloxy-2,3-dihydro-2,2,4,6,7-pentamethylbenzofuran-3-ylmethyl methanesulfonate), N1[C@H](CO)CCC1 (L-prolinol). Yields the product C(C1=CC=CC=C1)OC=1C(=C(C2=C(C(C(O2)(C)C)CN2[C@@H](CCC2)CO)C1C)C)C (N-[(3RS)-5-Benzyloxy-2,3-dihydro-2,2,4,6,7-pentamethylbenzofuran-3-ylmethyl]-(2S)-pyrrolidine-2-methanol). Yield: 66.3%. RXN SMILES: CS(O[CH2:6][CH:7]1[C:11]2[C:12]([CH3:26])=[C:13]([O:18][CH2:19][C:20]3[CH:25]=[CH:24][CH:23]=[CH:22][CH:21]=3)[C:14]([CH3:17])=[C:15]([CH3:16])[C:10]=2[O:9][C:8]1([CH3:28])[CH3:27])(=O)=O.[NH:29]1[CH2:35][CH2:34][CH2:33][C@H:30]1[CH2:31][OH:32]>>[CH2:19]([O:18][C:13]1[C:14]([CH3:17])=[C:15]([CH3:16])[C:10]2[O:9][C:8]([CH3:28])([CH3:27])[CH:7]([CH2:6][N:29]3[CH2:35][CH2:34][CH2:33][C@H:30]3[CH2:31][OH:32])[C:11]=2[C:12]=1[CH3:26])[C:20]1[CH:21]=[CH:22][CH:23]=[CH:24][CH:25]=1. Procedure: The title compound (1 g, 66%) was prepared as a pale yellow solid from (3RS)-5-benzyloxy-2,3-dihydro-2,2,4,6,7-pentamethylbenzofuran-3-ylmethyl methanesulfonate (1.49 g) and L-prolinol (1.5 g) by an analogous procedure to that described in preparation 1, mp 99°-101° C. Starting materials: C(C)(C)(C)OC(CCC1=CC(=C(C(=C1)Cl)C=1NC2=CC(=CC=C2C1)C(NC1=NC2=CC=CC=C2C=C1)=O)Cl)=O (3-{3,5-dichloro-4-[6-(quinolin-2-ylcarbamoyl)-1H-indol-2-yl]-phenyl}-propionic acid tert-butyl ester), Cl (HCl), Cl (HCl). Solvent: C(Cl)Cl (DCM). Run at time 2 hour. Product: Cl.ClC=1C=C(C=C(C1C=1NC2=CC(=CC=C2C1)C(NC1=NC2=CC=CC=C2C=C1)=O)Cl)CCC(=O)O (3-{3,5-Dichloro-4-[6-(quinolin-2-ylcarbamoyl)-1H-indol-2-yl]-phenyl}-propionic acid hydrochloride salt). Reaction SMILES: C([O:5][C:6](=[O:39])[CH2:7][CH2:8][C:9]1[CH:14]=[C:13]([Cl:15])[C:12]([C:16]2[NH:17][C:18]3[C:23]([CH:24]=2)=[CH:22][CH:21]=[C:20]([C:25](=[O:37])[NH:26][C:27]2[CH:36]=[CH:35][C:34]4[C:29](=[CH:30][CH:31]=[CH:32][CH:33]=4)[N:28]=2)[CH:19]=3)=[C:11]([Cl:38])[CH:10]=1)(C)(C)C.Cl>C(Cl)Cl>[ClH:15].[Cl:38][C:11]1[CH:10]=[C:9]([CH2:8][CH2:7][C:6]([OH:39])=[O:5])[CH:14]=[C:13]([Cl:15])[C:12]=1[C:16]1[NH:17][C:18]2[C:23]([CH:24]=1)=[CH:22][CH:21]=[C:20]([C:25](=[O:37])[NH:26][C:27]1[CH:36]=[CH:35][C:34]3[C:29](=[CH:30][CH:31]=[CH:32][CH:33]=3)[N:28]=1)[CH:19]=2 |f:3.4|. Reported procedure: To a solution of 3-{3,5-dichloro-4-[6-(quinolin-2-ylcarbamoyl)-1H-indol-2-yl]-phenyl}-propionic acid tert-butyl ester (139 mg, 0.25 mmol) in DCM (1 mL) was added HCl (4M in 1,4-dioxane, 1 mL) and the solution was stirred for 2 h, after which more HCl (4M in 1,4-dioxane, 2 mL) was added. The mixture was stirred for 18 h then the solvent was removed under reduced pressure and the remaining solid was triturated with ether to obtain the title compound as a yellow solid. MS (m/z) 504.1 (M+1); 1H NMR ... The reactants are CC(C)([O-])C.[K+] (potassium tert-butoxide), FC(C=1C=CC(=NC1)CP(OCC)(OCC)=O)(F)F (diethyl ((5-(trifluoromethyl)pyridin-2-yl)methyl)phosphonate), O=C1C(CCC1)NC(OC(C)(C)C)=O (tert-butyl N-(2-oxocyclopentyl)carbamate). The solvent is C1CCOC1 (THF), C1CCOC1 (THF). Conditions: time 30 minute. The product is FC(C=1C=CC(=NC1)\C=C/1\C(CCC1)NC(OC(C)(C)C)=O)(F)F (tert-Butyl N-[(2E)-2-{[5-(trifluoromethyl)pyridin-2-yl]methylidene}cyclopentyl]carbamate). Reaction SMILES: [F:1][C:2]([F:19])([F:18])[C:3]1[CH:4]=[CH:5][C:6]([CH2:9]P(=O)(OCC)OCC)=[N:7][CH:8]=1.CC(C)([O-])C.[K+].O=[C:27]1[CH2:31][CH2:30][CH2:29][CH:28]1[NH:32][C:33](=[O:39])[O:34][C:35]([CH3:38])([CH3:37])[CH3:36]>C1COCC1>[F:19][C:2]([F:1])([F:18])[C:3]1[CH:4]=[CH:5][C:6](/[CH:9]=[C:27]2/[CH:28]([NH:32][C:33](=[O:39])[O:34][C:35]([CH3:37])([CH3:36])[CH3:38])[CH2:29][CH2:30][CH2:31]/2)=[N:7][CH:8]=1 |f:1.2|. Reported procedure: To the suspension of diethyl ((5-(trifluoromethyl)pyridin-2-yl)methyl)phosphonate (2.0 g, 6.71 mmol) in THF (50 ml) at 0° C. was added potassium tert-butoxide (1.5 g, 13.42 mmol) and then stirred at room temperature for 30 minutes. To this was then added a solution of tert-butyl N-(2-oxocyclopentyl)carbamate (CAS number 477585-30-1; 1.62 g, 8.05 mmol) in THF (20 ml) and the resulting reaction was stirred at room temperature for 1 hour and then heated at reflux overnight. The reaction was quenche...